From a dataset of the Open Reaction Database (ORD), a public repository of structured organic reaction records. describe an organic reaction: reactants, conditions, products, and yield Reactants: CC#N, CC(C)O, Cl, N=C(N)N, NCC(O)CN. Product: Cl, N=C1NCC(O)CN1. Reaction SMILES: [CH3:16][C:17]#[N:18].[CH:12]([OH:13])([CH3:14])[CH3:15].[ClH:7].[NH2:8][C:9]([NH2:10])=[NH:11].[OH:1][CH:2]([CH2:3][NH2:4])[CH2:5][NH2:6]>>[ClH:7].[OH:1][CH:2]1[CH2:3][NH:4][C:9](=[NH:8])[NH:6][CH2:5]1. The reactants are C(=O)(C(F)(F)F)O (TFA), ClC1=CC=2C3=C(N(C2C=C1)CC(=O)OCC)CCN(C3)C (ethyl 2-(8-chloro-1,2,3,4-tetrahydro-2-methylpyrido[4,3-b]indol-5-yl)acetate), C(C(=O)Cl)(=O)Cl (oxalyl chloride), C1(CCCCC1)N (cyclohexyl amine). Run at temperature 80 celsius. Yields the product ClC1=CC=2C3=C(N(C2C=C1)CC(=O)NC1CCCCC1)CCN(C3)C (2-(8-chloro-1,2,3,4-tetrahydro-2-methylpyrido[4,3-b]indol-5-yl)-N-cyclohexylacetamide). Isolated yield 2.0%. Reaction SMILES: [Cl:1][C:2]1[CH:10]=[CH:9][C:8]2[N:7]([CH2:11][C:12]([O:14]CC)=O)[C:6]3[CH2:17][CH2:18][N:19]([CH3:21])[CH2:20][C:5]=3[C:4]=2[CH:3]=1.C(Cl)(=O)C(Cl)=O.[CH:28]1([NH2:34])[CH2:33][CH2:32][CH2:31][CH2:30][CH2:29]1.C(O)(C(F)(F)F)=O>>[Cl:1][C:2]1[CH:10]=[CH:9][C:8]2[N:7]([CH2:11][C:12]([NH:34][CH:28]3[CH2:33][CH2:32][CH2:31][CH2:30][CH2:29]3)=[O:14])[C:6]3[CH2:17][CH2:18][N:19]([CH3:21])[CH2:20][C:5]=3[C:4]=2[CH:3]=1. Procedure: A solution of ethyl 2-(8-chloro-1,2,3,4-tetrahydro-2-methylpyrido[4,3-b]indol-5-yl)acetate (500 mg, 1.63 mmol) in oxalyl chloride (2.0 g, 16.33 mmol) was stirred at 25° C. for 3 h. After completion of the reaction (monitored by LCMS), cyclohexyl amine (1.0 ml, excess) was added to it and the reaction mixture heated at 80° C. for 3 h. The reaction mixture was concentrated and basified with aqueous saturated sodium bicarbonate and extracted with ethyl acetate. The organic layer was concentrated to... Starting materials: C(C1=CC=CC=C1)N (benzylamine), C1(CC1)CN (cyclopropylmethanamine), FC1=CC=C(CN2C(N(CC2)C=2C=C(C(=O)OC)C=CN2)=O)C=C1 (methyl 2-(3-(4-fluorobenzyl)-2-oxoimidazolidin-1-yl)isonicotinate). Yields the product C1(CC1)CNC(C1=CC(=NC=C1)N1C(N(CC1)CC1=CC=C(C=C1)F)=O)=O (N-(cyclopropylmethyl)-2-(3-(4-fluorobenzyl)-2-oxoimidazolidin-1-yl)isonicotinamide). Isolated yield 54.0%. RXN SMILES: C(N)C1C=CC=CC=1.[CH:9]1([CH2:12][NH2:13])[CH2:11][CH2:10]1.[F:14][C:15]1[CH:37]=[CH:36][C:18]([CH2:19][N:20]2[CH2:24][CH2:23][N:22]([C:25]3[CH:26]=[C:27]([CH:32]=[CH:33][N:34]=3)[C:28](OC)=[O:29])[C:21]2=[O:35])=[CH:17][CH:16]=1>>[CH:9]1([CH2:12][NH:13][C:28](=[O:29])[C:27]2[CH:32]=[CH:33][N:34]=[C:25]([N:22]3[CH2:23][CH2:24][N:20]([CH2:19][C:18]4[CH:17]=[CH:16][C:15]([F:14])=[CH:37][CH:36]=4)[C:21]3=[O:35])[CH:26]=2)[CH2:11][CH2:10]1. Procedure details: Following the procedure as described in Example 15, making variations as required to replace benzylamine with cyclopropylmethanamine to react with methyl 2-(3-(4-fluorobenzyl)-2-oxoimidazolidin-1-yl)isonicotinate, N-(cyclopropylmethyl)-2-(3-(4-fluorobenzyl)-2-oxoimidazolidin-1-yl)isonicotinamide was obtained as a colorless solid in 54% yield: mp 135-137° C.; 1H NMR (300 MHz, CDCl3) δ 8.57 (s, 1H), 8.35 (d, J=5.1 Hz, 1H), 7.38 (d, J=5.1 Hz, 1H), 7.29-7.24 (m, 2H), 7.05-6.99 (m, 2H), 6.50 (br s, 1... Starting materials: N1C=NC(=C1)CNC(=O)C=1N(C=C(C1)Cl)C (N-((1H-imidazol-4-yl)methyl)-4-chloro-1-methyl-1H-pyrrole-2-carboxamide), IC1=CC=C(C=C1)N1C(C=CC=C1)=O (1-(4-iodophenyl)pyridin-2(1H)-one), OC=1C=CC=C2C=CC=NC12 (8-hydroxyquinoline), C(=O)([O-])[O-].[K+].[K+] (K2CO3). Reagents/catalysts: [Cu]I (CuI). Solvent: CS(=O)C (DMSO). Reaction conditions: temperature 130 celsius. Product: ClC=1C=C(N(C1)C)C(=O)NCC=1N=CN(C1)C1=CC=C(C=C1)N1C(C=CC=C1)=O (4-chloro-1-methyl-N-((1-(4-(2-oxopyridin-1(2H)-yl)phenyl)-1H-imidazol-4-yl)methyl)-1H-pyrrole-2-carboxamide). Yield: 26.7%. As a reaction SMILES: [NH:1]1[CH:5]=[C:4]([CH2:6][NH:7][C:8]([C:10]2[N:11]([CH3:16])[CH:12]=[C:13]([Cl:15])[CH:14]=2)=[O:9])[N:3]=[CH:2]1.I[C:18]1[CH:23]=[CH:22][C:21]([N:24]2[CH:29]=[CH:28][CH:27]=[CH:26][C:25]2=[O:30])=[CH:20][CH:19]=1.OC1C=CC=C2C=1N=CC=C2.C([O-])([O-])=O.[K+].[K+]>CS(C)=O.[Cu]I>[Cl:15][C:13]1[CH:14]=[C:10]([C:8]([NH:7][CH2:6][C:4]2[N:3]=[CH:2][N:1]([C:18]3[CH:23]=[CH:22][C:21]([N:24]4[CH:29]=[CH:28][CH:27]=[CH:26][C:25]4=[O:30])=[CH:20][CH:19]=3)[CH:5]=2)=[O:9])[N:11]([CH3:16])[CH:12]=1 |f:3.4.5|. Procedure details: A mixture of N-((1H-imidazol-4-yl)methyl)-4-chloro-1-methyl-1H-pyrrole-2-carboxamide (81 mg, 0.23 mmol), 1-(4-iodophenyl)pyridin-2(1H)-one (100 mg, 0.33 mmol), 8-hydroxyquinoline (15 mg, 0.10 mmol) and K2CO3 (193 mg, 1.40 mmol) in DMSO (2 mL) was degassed with Ar before being charged with CuI (21 mg, 0.11 mmol). The mixture in a sealed tube was heated at 130° C. overnight. It was then purified by HPLC to give the titled compound (25 mg). MS 408.1 and 410.1 (M+H, Cl pattern). Reactants: BrB(Br)Br, ClCCl, COc1cc(F)c(-c2nn(C)c(C(F)(F)F)c2Cl)cc1[N+](=O)[O-]. Product: Cn1nc(-c2cc([N+](=O)[O-])c(O)cc2F)c(Cl)c1C(F)(F)F. RXN SMILES: [B:24]([Br:25])([Br:26])[Br:27].[CH2:28]([Cl:29])[Cl:30].[Cl:1][c:2]1[c:3](-[c:12]2[c:13]([F:23])[cH:14][c:15]([O:21][CH3:22])[c:16]([N+:18](=[O:19])[O-:20])[cH:17]2)[n:4][n:5]([CH3:11])[c:6]1[C:7]([F:8])([F:9])[F:10]>>[Cl:1][c:2]1[c:3](-[c:12]2[c:13]([F:23])[cH:14][c:15]([OH:21])[c:16]([N+:18](=[O:19])[O-:20])[cH:17]2)[n:4][n:5]([CH3:11])[c:6]1[C:7]([F:8])([F:9])[F:10]. The reactants are COc1ccc(Cn2nc(I)c3c(Oc4ccc(N)cc4F)ccnc32)cc1, COCCN1CCC(N)CC1, CS(C)=O, [Cu]I, [K+], [K+], O=C(O)C1CCCN1, O=C([O-])[O-]. Product: COCCN1CCC(Nc2nn(Cc3ccc(OC)cc3)c3nccc(Oc4ccc(N)cc4F)c23)CC1. Reaction SMILES: [CH3:1][O:2][c:3]1[cH:4][cH:5][c:6]([CH2:7][n:8]2[n:9][c:10]([I:26])[c:11]3[c:12]2[n:13][cH:14][cH:15][c:16]3[O:17][c:18]2[c:19]([F:25])[cH:20][c:21]([NH2:24])[cH:22][cH:23]2)[cH:27][cH:28]1.[CH3:29][O:30][CH2:31][CH2:32][N:33]1[CH2:34][CH2:35][CH:36]([NH2:39])[CH2:37][CH2:38]1.[CH3:56][S:57]([CH3:58])=[O:59].[Cu:54][I:55].[K+:48].[K+:49].[NH:40]1[CH2:41][CH2:42][CH2:43][CH:44]1[C:45]([OH:46])=[O:47].[O-:50][C:51]([O-:52])=[O:53]>>[CH3:1][O:2][c:3]1[cH:4][cH:5][c:6]([CH2:7][n:8]2[n:9][c:10]([NH:39][CH:36]3[CH2:35][CH2:34][N:33]([CH2:32][CH2:31][O:30][CH3:29])[CH2:38][CH2:37]3)[c:11]3[c:12]2[n:13][cH:14][cH:15][c:16]3[O:17][c:18]2[c:19]([F:25])[cH:20][c:21]([NH2:24])[cH:22][cH:23]2)[cH:27][cH:28]1. The reactants are BrC=1N=CC=2N(C1)C=C(N2)C2=CC=C(C=C2)F (6-Bromo-2-(4-fluorophenyl)-imidazo[1,2-a]pyrazine), [OH-].[Na+] (sodium hydroxide), CO (MeOH). The solvent is O (water). Product: FC1=CC=C(C=C1)C=1N=C2N(C=C(N=C2)OC)C1 (2-(4-fluorophenyl)-6-methoxyimidazo[1,2-a]pyrazine). The yield is 59.0%. Reaction SMILES: Br[C:2]1[N:3]=[CH:4][C:5]2[N:6]([CH:8]=[C:9]([C:11]3[CH:16]=[CH:15][C:14]([F:17])=[CH:13][CH:12]=3)[N:10]=2)[CH:7]=1.[OH-:18].[Na+].[CH3:20]O>O>[F:17][C:14]1[CH:15]=[CH:16][C:11]([C:9]2[N:10]=[C:5]3[CH:4]=[N:3][C:2]([O:18][CH3:20])=[CH:7][N:6]3[CH:8]=2)=[CH:12][CH:13]=1 |f:1.2|. Reported procedure: 6-Bromo-2-(4-fluorophenyl)-imidazo[1,2-a]pyrazine (prepared from General Procedure B with 5-bromo-2-aminopyrazine and 2-bromo-4′-fluoroacetophenone, 1.05 g, 3.59 mmol), and 10% sodium hydroxide (6 mL) were combined in MeOH (12 mL). The reaction was heated in the microwave at 150 watts to about 100° C. for about 30 minutes. The reaction was cooled, diluted with water (50 mL), and filtered to provide 2-(4-fluorophenyl)-6-methoxyimidazo[1,2-a]pyrazine (0.513 g, 59%) on drying: LC/MS (Table 1, Metho... Reactants: CCOc1cc2c(cc1Br)CCCC2(C)C, CC(C)(C)OO, ClCCl, O=[Cr](=O)=O. Yields the product CCOc1cc2c(cc1Br)C(=O)CCC2(C)C. As a reaction SMILES: [Br:1][c:2]1[cH:3][c:4]2[c:9]([cH:10][c:11]1[O:12][CH2:13][CH3:14])[C:8]([CH3:15])([CH3:16])[CH2:7][CH2:6][CH2:5]2.[C:24]([O:25][OH:26])([CH3:27])([CH3:28])[CH3:29].[Cl:21][CH2:22][Cl:23].[O:17]=[Cr:18](=[O:19])=[O:20]>>[Br:1][c:2]1[cH:3][c:4]2[c:9]([cH:10][c:11]1[O:12][CH2:13][CH3:14])[C:8]([CH3:15])([CH3:16])[CH2:7][CH2:6][C:5]2=[O:17]. The reactants are CCN(C(C)C)C(C)C (DIPEA), BrC1=CC=C2C(=C(C(C(C2=C1)(C)C)=O)C(=O)OCC)O (ethyl 7-bromo-4-hydroxy-1,1-dimethyl-2-oxo-naphthalene-3-carboxylate), Cl.C(C)(C)(C)OC(CN)=O (glycine tert-butyl ester hydrochloride). The solvent is O1CCOCC1 (dioxane), CCOCC (ether). Conditions: temperature 85 celsius, time 3 hour. Yields the product BrC1=CC=C2C(=C(C(C(C2=C1)(C)C)=O)C(=O)NCC(=O)OC(C)(C)C)O (1,1-Dimethylethyl N-((7-bromo-4-hydroxy-1,1-dimethyl-2-oxo-naphthalen-3-yl)carbonyl)glycinate). The yield is 83.2%. Reaction SMILES: CCN(C(C)C)C(C)C.[Br:10][C:11]1[CH:20]=[C:19]2[C:14]([C:15]([OH:29])=[C:16]([C:24](OCC)=[O:25])[C:17](=[O:23])[C:18]2([CH3:22])[CH3:21])=[CH:13][CH:12]=1.Cl.[C:31]([O:35][C:36](=[O:39])[CH2:37][NH2:38])([CH3:34])([CH3:33])[CH3:32]>O1CCOCC1.CCOCC>[Br:10][C:11]1[CH:20]=[C:19]2[C:14]([C:15]([OH:29])=[C:16]([C:24]([NH:38][CH2:37][C:36]([O:35][C:31]([CH3:34])([CH3:33])[CH3:32])=[O:39])=[O:25])[C:17](=[O:23])[C:18]2([CH3:22])[CH3:21])=[CH:13][CH:12]=1 |f:2.3|. Procedure: DIPEA (3.86 mL, 22.2 mmol, 1.2 eq) was added to a mixture of ethyl 7-bromo-4-hydroxy-1,1-dimethyl-2-oxo-naphthalene-3-carboxylate (6.27 g, 18.5 mmol) and glycine tert-butyl ester hydrochloride (3.72 g, 22.2 mmol) in dioxane (30 mL). The reaction mixture was stirred at 85° C. for 3 hours. The reaction mixture was cooled to room temperature and concentrated in vacuo to give a light yellow solid. The crude solid was suspended in ether, filtered, and washed with water to give the desired ester as a ... Starting materials: CC(C)OC=1C=C(C=CC1)OC1=NC=C(C=C1)[N+](=O)[O-] (2-({3-[(1-methylethyl)oxy]phenyl}oxy)-5-nitropyridine), CC(C)OC=1C=C(C=CC1)OC1=NC=C(C=C1)[N+](=O)[O-] (2-({3-[(1-methylethyl)oxy]phenyl}oxy)-5-nitropyridine). The reagents and catalysts are [Pd] (Pd/C). The solvent is CO (methanol). Conditions: time 8 hour. Product: CC(C)OC=1C=C(C=CC1)OC1=CC=C(C=N1)N (6-(3-[(1-methylethyl)oxy]phenyloxy)-3-pyridinamine). Yield: 93.6%. RXN SMILES: [CH3:1][CH:2]([O:4][C:5]1[CH:6]=[C:7]([O:11][C:12]2[CH:17]=[CH:16][C:15]([N+:18]([O-])=O)=[CH:14][N:13]=2)[CH:8]=[CH:9][CH:10]=1)[CH3:3]>CO.[Pd]>[CH3:3][CH:2]([O:4][C:5]1[CH:6]=[C:7]([O:11][C:12]2[N:13]=[CH:14][C:15]([NH2:18])=[CH:16][CH:17]=2)[CH:8]=[CH:9][CH:10]=1)[CH3:1]. Procedure details: To a solution of 2-({3-[(1-methylethyl)oxy]phenyl}oxy)-5-nitropyridine (Intermediate 28, 670 mg, 2.45 mmol) in methanol (50 mL) was added Pd/C (10%, 100 mg, 0.1 wet. e.q.) and the flask was filled in with H2. The resulting mixture was stirred at room temperature under H2 atmosphere overnight and filtered. The filtrate was concentrated under vacuum to afford the title compound as a brown solid (560 mg).